Task: describe an organic reaction: reactants, conditions, products, and yield. Dataset: the Open Reaction Database (ORD), a public repository of structured organic reaction records Starting materials: CCc1cccnc1C(=O)[O-], CCO, NN, CCOC(=O)c1ccccn1. The product is NNC(=O)c1ccccn1. Reaction SMILES: [CH2:14]([c:15]1[cH:16][cH:17][cH:18][n:19][c:20]1[C:21]([O-:22])=[O:23])[CH3:24].[CH3:25][CH2:26][OH:27].[NH2:1][NH2:2].[n:3]1[c:4]([C:9]([O:11][CH2:10][CH3:12])=[O:13])[cH:5][cH:6][cH:7][cH:8]1>>[NH:1]([NH2:2])[C:9]([c:4]1[n:3][cH:8][cH:7][cH:6][cH:5]1)=[O:11]. Reactants: CC1=C(C(=CC=C1)C)O (2,6-dimethylphenol), ice, [Cl-].[Al+3].[Cl-].[Cl-] (aluminum chloride), [Cl-].[Al+3].[Cl-].[Cl-] (aluminum chloride), C(CCCCC(=O)Cl)(=O)Cl (adipic dichloride). The solvent is C(Cl)Cl (methylene chloride), C(Cl)Cl (methylene chloride), sodium chloride ice. Yields the product CC=1C=C(C=C(C1O)C)C(CCCCC(=O)C1=CC(=C(C(=C1)C)O)C)=O (1,6-bis(3',5'-dimethyl-4'-hydroxyphenyl)hexane-1,6-dione). The yield is 17.6%. As a reaction SMILES: [CH3:1][C:2]1[CH:7]=[CH:6][CH:5]=[C:4]([CH3:8])[C:3]=1[OH:9].[Cl-].[Al+3].[Cl-].[Cl-].[C:14](Cl)(=[O:22])[CH2:15][CH2:16][CH2:17][CH2:18][C:19](Cl)=[O:20]>C(Cl)Cl>[CH3:1][C:2]1[CH:7]=[C:6]([C:14](=[O:22])[CH2:15][CH2:16][CH2:17][CH2:18][C:19]([C:6]2[CH:5]=[C:4]([CH3:8])[C:3]([OH:9])=[C:2]([CH3:1])[CH:7]=2)=[O:20])[CH:5]=[C:4]([CH3:8])[C:3]=1[OH:9] |f:1.2.3.4|. Reported procedure: To 300 ml of methylene chloride was dissolved 10 g/82 mmol of 2,6-dimethylphenol, and the solution was cooled to 0° C. in sodium chloride-ice bath. After adding 49 g/368 mmol of anhydrous aluminum chloride, methylene chloride solution of 7.3 g/40 mmol of adipic dichloride was added dropwise to the mixture with thorough stirring while maintaining the temperature to not more than 5° C. The reaction mixture was added to 50 ml of ice containing conc. hydrochloric acid to decompose excessive anhydrou... Reactants: [H-].[Na+] (sodium hydride), [Cl-].[NH4+] (ammonium chloride), Cl.CC1(CNCCC1)C (3,3-dimethylpiperidine hydrochloride), C(C#CC)OC1=NC=NC(=C1F)Cl (4-(2-butynyloxy)-6-chloro-5-fluoropyrimidine). Solvent: O1CCCC1 (tetrahydrofuran). Conditions: time 1 hour. Product: C(C#CC)OC1=NC=NC(=C1F)N1CC(CCC1)(C)C (4-(2-butynyloxy)-6-(3,3-dimethylpiperidino)-5-fluoropyrimidine). The yield is 18.1%. Reaction SMILES: [H-].[Na+].Cl.[CH3:4][C:5]1([CH3:11])[CH2:10][CH2:9][CH2:8][NH:7][CH2:6]1.[CH2:12]([O:16][C:17]1[C:22]([F:23])=[C:21](Cl)[N:20]=[CH:19][N:18]=1)[C:13]#[C:14][CH3:15].[Cl-].[NH4+]>O1CCCC1>[CH2:12]([O:16][C:17]1[C:22]([F:23])=[C:21]([N:7]2[CH2:8][CH2:9][CH2:10][C:5]([CH3:11])([CH3:4])[CH2:6]2)[N:20]=[CH:19][N:18]=1)[C:13]#[C:14][CH3:15] |f:0.1,2.3,5.6|. Reported procedure: 0.12 g of sodium hydride (60% oil suspension) was suspended in 2 ml of tetrahydrofuran. 0.18 g of 3,3-dimethylpiperidine hydrochloride and 0.20 g of 4-(2-butynyloxy)-6-chloro-5-fluoropyrimidine were added therein, and the mixture was stirred for 1 hour at 60%. After the reaction mixture was cooled to near room temperature, a saturated ammonium chloride aqueous solution was added therein, and the mixture was extracted with tert-butyl methyl ether three times. The organic layers were washed with a... The reactants are C(C)(C)(C)SSC(C)(C)C (Di-tert-butyl disulfide), II (iodine), S(SC(C[C@@H](C(=O)OC(C)(C)C)NC(=O)OC(C)(C)C)CN=[N+]=[N-])C(C[C@@H](C(=O)OC(C)(C)C)NC(=O)OC(C)(C)C)CN=[N+]=[N-] ((2S,2'S)-Di-tert-butyl 4,4′-disulfanediylbis(5-azido-2-((tert-butoxycarbonyl)amino)pentanoate)), S(SC(C[C@@H](C(=O)OC(C)(C)C)NC(=O)OC(C)(C)C)CN=[N+]=[N-])C(C[C@@H](C(=O)OC(C)(C)C)NC(=O)OC(C)(C)C)CN=[N+]=[N-] ((2S,2'S)-Di-tert-butyl 4,4′-disulfanediylbis(5-azido-2-((tert-butoxycarbonyl)amino)pentanoate)). Conditions: temperature 60 celsius, time 18 hour. Product: C(C)(C)(C)OC([C@H](CC(CN=[N+]=[N-])SSC(C)(C)C)NC(=O)OC(C)(C)C)=O ((S)-5-azido-2-tert-butoxycarbonylamino-4-tert-butyldisulfanyl-pentanoic acid tert-butyl ester). The yield is 82.0%. As a reaction SMILES: [C:1](SSC(C)(C)C)(C)(C)C.II.[S:13]([CH:37]([CH2:55]N=[N+]=[N-])[CH2:38][C@H](NC(OC(C)(C)C)=O)C(OC(C)(C)C)=O)[S:14][CH:15]([CH2:33][N:34]=[N+:35]=[N-:36])[CH2:16][C@H:17]([NH:25][C:26]([O:28][C:29]([CH3:32])([CH3:31])[CH3:30])=[O:27])[C:18]([O:20][C:21]([CH3:24])([CH3:23])[CH3:22])=[O:19]>>[C:21]([O:20][C:18](=[O:19])[C@@H:17]([NH:25][C:26]([O:28][C:29]([CH3:32])([CH3:30])[CH3:31])=[O:27])[CH2:16][CH:15]([S:14][S:13][C:37]([CH3:1])([CH3:55])[CH3:38])[CH2:33][N:34]=[N+:35]=[N-:36])([CH3:23])([CH3:24])[CH3:22]. Procedure: Di-tert-butyl disulfide (5.67 ml, 29.4 mmol) and iodine (57 mg, 0.226 mmol) were added to (2S,2'S)-di-tert-butyl 4,4′-disulfanediylbis(5-azido-2-((tert-butoxycarbonyl)amino)pentanoate) (Compound 38) (312 mg, 0.452 mmol), and the mixture was stirred at 60° C. for 18 hours. The reaction solution was purified by normal-phase silica gel column chromatography (hexane/ethyl acetate) to afford (S)-5-azido-2-tert-butoxycarbonylamino-4-tert-butyldisulfanyl-pentanoic acid tert-butyl ester (Compound 39) (1...